This data is from the Open Reaction Database (ORD), a public repository of structured organic reaction records. The task is: describe an organic reaction: reactants, conditions, products, and yield Starting materials: BrC=1C(=C2C(=NC1)NC(=N2)C2=CC=C(C=C2)N(C)C)N2CCN(CC2)C(=O)NC2=CC=CC=C2 (4-(6-bromo-2-(4-(dimethylamino)phenyl)-3H-imidazo[4,5-b]pyridin-7-yl)-N-phenylpiperazine-1-carboxamide), C(=O)C1C(C1)C(=O)OCC (ethyl 2-formyl-1-cyclopropanecarboxylate), NC1=NC=C(C(=C1[N+](=O)[O-])N1CCN(CC1)CC(=O)NC=1SC=CN1)Br (2-(4-(2-amino-5-bromo-3-nitropyridin-4-yl)piperazin-1-yl)-N-(thiazol-2-yl)acetamide), [O-]S(=O)S(=O)[O-].[Na+].[Na+] (Na2S2O4). Run in C(C)O (ethanol), CN(C)C=O (DMF). Run at time 16 hour. Yields the product BrC=1C(=C2C(=NC1)NC(=N2)C2C(C2)C(=O)OCC)N2CCN(CC2)CC(NC=2SC=CN2)=O (Ethyl 2-(6-bromo-7-(4-(2-oxo-2-(thiazol-2-ylamino)ethyl)piperazin-1-yl)-3H-imidazo[4,5-b]pyridin-2-yl)cyclopropanecarboxylate). Yield: 25.4%. As a reaction SMILES: BrC1C(N2CCN(C(NC3C=CC=CC=3)=O)CC2)=C2N=C(C3C=CC(N(C)C)=CC=3)NC2=NC=1.[NH2:35][C:36]1[C:41]([N+:42]([O-])=O)=[C:40]([N:45]2[CH2:50][CH2:49][N:48]([CH2:51][C:52]([NH:54][C:55]3[S:56][CH:57]=[CH:58][N:59]=3)=[O:53])[CH2:47][CH2:46]2)[C:39]([Br:60])=[CH:38][N:37]=1.[O-]S(S([O-])=O)=O.[Na+].[Na+].[CH:69]([CH:71]1[CH2:73][CH:72]1[C:74]([O:76][CH2:77][CH3:78])=[O:75])=O>C(O)C.CN(C=O)C>[Br:60][C:39]1[C:40]([N:45]2[CH2:50][CH2:49][N:48]([CH2:51][C:52](=[O:53])[NH:54][C:55]3[S:56][CH:57]=[CH:58][N:59]=3)[CH2:47][CH2:46]2)=[C:41]2[N:42]=[C:69]([CH:71]3[CH2:73][CH:72]3[C:74]([O:76][CH2:77][CH3:78])=[O:75])[NH:35][C:36]2=[N:37][CH:38]=1 |f:2.3.4|. Procedure details: This was prepared using the same procedure as for 4-(6-bromo-2-(4-(dimethylamino)phenyl)-3H-imidazo[4,5-b]pyridin-7-yl)-N-phenylpiperazine-1-carboxamide, but here using 2-(4-(2-amino-5-bromo-3-nitropyridin-4-yl)piperazin-1-yl)-N-(thiazol-2-yl)acetamide (63 mg, 0.14 mmol), DMF (1.3 mL), ethanol (0.2 mL), 1M Na2S2O4 (3 eq, 0.43 mmol, 0.43 mL) and ethyl 2-formyl-1-cyclopropanecarboxylate (1.1 eq, 0.16 mmol, 0.021 mL). After 16 h, concentration in vacuo and preparation by preparative tlc (EtOAc—CH2C...